From a dataset of the Open Reaction Database (ORD), a public repository of structured organic reaction records. describe an organic reaction: reactants, conditions, products, and yield Starting materials: C(C(O)CC(=O)O)(=O)O (malic acid), C(\C=C/C(=O)O)(=O)O (maleic acid), cellulose, C(CC(=O)O)(=O)O (malonic acid), C(CC(O)(C(=O)O)CC(=O)O)(=O)O (citric acid). Yields the product C(C(O)C(O)C(=O)O)(=O)O (tartaric acid), C(CC(O)(C(=O)O)CC(=O)O)(=O)O (citric acid). RXN SMILES: C(O)(=O)CC(O)=[O:4].[C:8]([OH:16])(=[O:15])[CH:9]([CH2:11][C:12]([OH:14])=[O:13])[OH:10].C(O)(=O)/C=C\C(O)=O.[C:25]([OH:37])(=[O:36])[CH2:26][C:27]([CH2:32][C:33]([OH:35])=[O:34])([C:29]([OH:31])=[O:30])[OH:28]>>[C:8]([OH:16])(=[O:15])[CH:9]([CH:11]([C:12]([OH:14])=[O:13])[OH:4])[OH:10].[C:25]([OH:37])(=[O:36])[CH2:26][C:27]([CH2:32][C:33]([OH:35])=[O:34])([C:29]([OH:31])=[O:30])[OH:28]. Reported procedure: Aged (and brittle) carboxylated cellulose, malonic acid, malic acid and maleic acid each was separately reacted with ZnO to produce adhesive material followed by formation of hard cement in a way similar to that with citric acid. One sample of tartaric acid, however, did not yield a "stringy" adhesive mass like with citric acid but it was found that this sample of tartaric acid was somewhat slow to wet in spite of being very soluble. In general it appears that polycarboxylic acids that are readi... Reactants: FC=1C=C(C=CC1OC)C=1C=C(C(N(N1)CCCC1=CC=C(C=C1)F)=O)COS(=O)(=O)C (6-(3-fluoro-4-methoxyphenyl)-2-[3-(4-fluorophenyl)propyl]-4-methanesulfonyloxymethyl-2H-pyridazin-3-one), CN1CCNCC1 (1-methylpiperazine). Yields the product FC=1C=C(C=CC1OC)C=1C=C(C(N(N1)CCCC1=CC=C(C=C1)F)=O)CN1CCN(CC1)C (6-(3-fluoro-4-methoxyphenyl)-2-[3-(4-fluorophenyl)propyl]-4-(4-methyl-1-piperazinyl)methyl-2H-pyridazin-3-one). Yield: 79.3%. Reaction SMILES: [F:1][C:2]1[CH:3]=[C:4]([C:10]2[CH:11]=[C:12]([CH2:27]OS(C)(=O)=O)[C:13](=[O:26])[N:14]([CH2:16][CH2:17][CH2:18][C:19]3[CH:24]=[CH:23][C:22]([F:25])=[CH:21][CH:20]=3)[N:15]=2)[CH:5]=[CH:6][C:7]=1[O:8][CH3:9].[CH3:33][N:34]1[CH2:39][CH2:38][NH:37][CH2:36][CH2:35]1>>[F:1][C:2]1[CH:3]=[C:4]([C:10]2[CH:11]=[C:12]([CH2:27][N:37]3[CH2:38][CH2:39][N:34]([CH3:33])[CH2:35][CH2:36]3)[C:13](=[O:26])[N:14]([CH2:16][CH2:17][CH2:18][C:19]3[CH:24]=[CH:23][C:22]([F:25])=[CH:21][CH:20]=3)[N:15]=2)[CH:5]=[CH:6][C:7]=1[O:8][CH3:9]. Reported procedure: Following the procedure of Example 1(10), 6-(3-fluoro-4-methoxyphenyl)-2-[3-(4-fluorophenyl)propyl]-4-methanesulfonyloxymethyl-2H-pyridazin-3-one and 1-methylpiperazine were reacted to yield the title compound as a yellow oil (yield: 79.3%). The reactants are CC1CCC(=N)N1C, Cc1cccc(C)c1N=C=O, c1ccccc1. The product is Cc1cccc(C)c1NC(=O)N=C1CCC(C)N1C. Reaction SMILES: [CH3:1][N:2]1[C:3](=[NH:8])[CH2:4][CH2:5][CH:6]1[CH3:7].[CH3:9][c:10]1[c:11]([N:17]=[C:18]=[O:19])[c:12]([CH3:16])[cH:13][cH:14][cH:15]1.[cH:20]1[cH:21][cH:22][cH:23][cH:24][cH:25]1>>[CH3:1][N:2]1[C:3](=[N:8][C:18]([NH:17][c:11]2[c:10]([CH3:9])[cH:15][cH:14][cH:13][c:12]2[CH3:16])=[O:19])[CH2:4][CH2:5][CH:6]1[CH3:7]. Reactants: COc1cnnc(Cn2ccnc2)c1, [Na+], C1COCCO1, [OH-]. Product: O=c1cn[nH]c(Cn2ccnc2)c1. RXN SMILES: [CH3:1][O:2][c:3]1[cH:4][c:5]([CH2:9][n:10]2[cH:11][n:12][cH:13][cH:14]2)[n:6][n:7][cH:8]1.[Na+:16].[O:17]1[CH2:18][CH2:19][O:20][CH2:21][CH2:22]1.[OH-:15]>>[O:2]=[c:3]1[cH:4][c:5]([CH2:9][n:10]2[cH:11][n:12][cH:13][cH:14]2)[nH:6][n:7][cH:8]1. Yields the product Oc1ccc(Cl)c2ccccc12. RXN SMILES: [BrH:18].[CH3:14][C:15](=[O:16])[OH:17].[Cl:1][c:2]1[cH:3][cH:4][c:5]([O:12][CH3:13])[c:6]2[cH:7][cH:8][cH:9][cH:10][c:11]12.[OH2:19]>>[Cl:1][c:2]1[cH:3][cH:4][c:5]([OH:12])[c:6]2[cH:7][cH:8][cH:9][cH:10][c:11]12. The reactants are Br, CC(=O)O, COc1ccc(Cl)c2ccccc12, O.